This data is from the Open Reaction Database (ORD), a public repository of structured organic reaction records. The task is: describe an organic reaction: reactants, conditions, products, and yield The reactants are [BH4-], CO, [Na+], O=Cc1ccccc1-c1ccc2sccc2c1. Yields the product OCc1ccccc1-c1ccc2sccc2c1. As a reaction SMILES: [BH4-:18].[CH3:20][OH:21].[Na+:19].[s:1]1[c:2]2[c:3]([cH:4][cH:5]1)[cH:6][c:7](-[c:10]1[c:11]([CH:12]=[O:13])[cH:14][cH:15][cH:16][cH:17]1)[cH:8][cH:9]2>>[s:1]1[c:2]2[c:3]([cH:4][cH:5]1)[cH:6][c:7](-[c:10]1[c:11]([CH2:12][OH:13])[cH:14][cH:15][cH:16][cH:17]1)[cH:8][cH:9]2. Starting materials: IC1=CC=C(C=C1)O (4-iodophenol), BrCC(=O)OC (methyl 2-bromoacetate), C([O-])([O-])=O.[K+].[K+] (potassium carbonate). The solvent is CC(=O)C (acetone). Reaction conditions: temperature 70 celsius. Yields the product COC(COC1=CC=C(C=C1)I)=O (4-iodophenoxyacetic acid methyl ester). Yield: 61.8%. RXN SMILES: [I:1][C:2]1[CH:7]=[CH:6][C:5]([OH:8])=[CH:4][CH:3]=1.Br[CH2:10][C:11]([O:13][CH3:14])=[O:12].C(=O)([O-])[O-].[K+].[K+]>CC(C)=O>[CH3:14][O:13][C:11](=[O:12])[CH2:10][O:8][C:5]1[CH:6]=[CH:7][C:2]([I:1])=[CH:3][CH:4]=1 |f:2.3.4|. Procedure details: A stirred mixture of 4-iodophenol (0.50 g, 2.27 mmol), methyl 2-bromoacetate (0.382 g, 2.50 mmol), and powdered potassium carbonate (0.314 g, 2.27 mmol) in dry acetone under argon was sealed and heated at 70° C. for 4 hr. The cooled mixture was filtered, and the filtrate was evaporated in vacuo. The residue was purified by chromatography (silica, 40 to 50% methylene chloride in cyclohexane) and the solvent was removed in vacuo to afford the titled intermediate as a white solid (0.41 g, 62%), mp ... Reactants: O.[Cl-].CN1C=[N+](C=C1)CCN(C1=CC(=C(C=C1)NC)[N+](=O)[O-])C (3-methyl-1-{2-(methyl(4-methylamino-3-nitrophenyl)amino)ethyl}-3H-imidazol-1-ium chloride monohydrate). Solvent: C1(=CC=CC=C1)C (toluene). Yields the product ClCCN(C1=CC(=C(C=C1)NC)[N+](=O)[O-])C (N4-(2-chloroethyl)-N1,N4-dimethyl-2-nitrobenzene-1,4-diamine), CN1C=NC=C1 (1-methyl-1H-imidazole), purple crystals. Reaction SMILES: O.[Cl-:2].[CH3:3][N:4]1[CH:8]=[CH:7][N+:6]([CH2:9][CH2:10][N:11]([CH3:23])[C:12]2[CH:17]=[CH:16][C:15]([NH:18][CH3:19])=[C:14]([N+:20]([O-:22])=[O:21])[CH:13]=2)=[CH:5]1>C1(C)C=CC=CC=1>[Cl:2][CH2:9][CH2:10][N:11]([CH3:23])[C:12]1[CH:17]=[CH:16][C:15]([NH:18][CH3:19])=[C:14]([N+:20]([O-:22])=[O:21])[CH:13]=1.[CH3:3][N:4]1[CH:8]=[CH:7][N:6]=[CH:5]1 |f:0.1.2|. Procedure details: From 41.4 g (0.17 mol) of N4-(2-chloroethyl)-N1,N4-dimethyl-2-nitrobenzene-1,4-diamine (RN 14607-54-6) and from 41.8 g (0.51 mol) of 1-methyl-1H-imidazole (RN 616-47-7) in 100 ml of toluene, 37.8 g of purple crystals of 3-methyl-1-{2-(methyl(4-methylamino-3-nitrophenyl)amino)ethyl}-3H-imidazol-1-ium chloride monohydrate were obtained after recrystallization from refluxing ethanol, which crystals melted at 135° C. (Kofler) and had an elemental analysis, calculated for C14H20N5O2Cl+H2O, of: Reactants: COC(CCCC1CCNCC1)=O (4-Piperidin-4-yl-butyric acid methyl ester), C(=O)([O-])[O-].[K+].[K+] (K2CO3), ICCCCN1C(C2C=CC=CC2C1=O)=O (2-(4-iodobutyl)-3a,7a-dihydroisoindole-1,3-dione). The solvent is CC(=O)C (acetone). Conditions: time 48 hour. Product: COC(CCCC1CCN(CC1)CCCCN1C(C2C=CC=CC2C1=O)=O)=O (4-{1-[4-(1,3-Dioxo-1,3,3a,7a-tetrahydroisoindol-2-yl)butyl]piperidin-4-yl}butyric acid methyl ester). Isolated yield 18.3%. RXN SMILES: [CH3:1][O:2][C:3](=[O:13])[CH2:4][CH2:5][CH2:6][CH:7]1[CH2:12][CH2:11][NH:10][CH2:9][CH2:8]1.C([O-])([O-])=O.[K+].[K+].I[CH2:21][CH2:22][CH2:23][CH2:24][N:25]1[C:33](=[O:34])[CH:32]2[CH:27]([CH:28]=[CH:29][CH:30]=[CH:31]2)[C:26]1=[O:35]>CC(C)=O>[CH3:1][O:2][C:3](=[O:13])[CH2:4][CH2:5][CH2:6][CH:7]1[CH2:12][CH2:11][N:10]([CH2:21][CH2:22][CH2:23][CH2:24][N:25]2[C:33](=[O:34])[CH:32]3[CH:27]([CH:28]=[CH:29][CH:30]=[CH:31]3)[C:26]2=[O:35])[CH2:9][CH2:8]1 |f:1.2.3|. Reported procedure: To a suspension of 2 (1.96 g, 8.86 mmol), K2CO3 (2.82 g, 17.72 mmol) and acetone (100 mL) was added 2-(4-iodobutyl)-3a,7a-dihydroisoindole-1,3-dione (2.93 g, 8.86 mmol). The newly formed suspension was stirred at ambient temperature for 48 hours. The solid was vacuum filtered and the filtrate was concentrated under vacuum. The resulting residue was subjected to column chromatography eluting with 0-100% ethyl acetate in hexanes to afford the desired product 3 (0.63 g, 40%) as a white solid: 1H NM... Reactants: FC(C(CC(C(C)C)=O)=O)(F)F (1,1,1-trifluoro-5-methyl-2,4-hexanedione), C(OCC)([O-])[O-] (ethyl orthoformate), C(C)(=O)OC(C)=O (acetic anhydride). Yields the product C(C)OC=C(C(C(F)(F)F)=O)C(C(C)C)=O (3-ethoxymethylene-1,1,1-trifluoro-5-methyl-2,4-hexanedione). The yield is 52.4%. Procedure: A mixture comprising 213 g (1.17 mol) of 1,1,1-trifluoro-5-methyl-2,4-hexanedione, 242 g (1.64 mol) of ethyl orthoformate and 166 g (1.63 mol) of acetic anhydride, was heated and refluxed for 6 hours. The solvent was distilled off under reduced pressure to obtain 146 g (yield: 67%) of 3-ethoxymethylene-1,1,1-trifluoro-5-methyl-2,4-hexanedione. Reaction SMILES: [F:1][C:2]([F:12])([F:11])[C:3](=[O:10])[CH2:4][C:5](=[O:9])[CH:6]([CH3:8])[CH3:7].[CH:13]([O-])([O-])[O:14][CH2:15][CH3:16].C(OC(=O)C)(=O)C>>[CH2:15]([O:14][CH:13]=[C:4]([C:5](=[O:9])[CH:6]([CH3:8])[CH3:7])[C:3](=[O:10])[C:2]([F:11])([F:12])[F:1])[CH3:16]. Reactants: CO, Cl, O=C(Nc1nccs1)c1nc(-c2ccc([N+](=O)[O-])cc2)[nH]c1-c1ccc(F)cc1. The product is Nc1ccc(-c2nc(C(=O)Nc3nccs3)c(-c3ccc(F)cc3)[nH]2)cc1. RXN SMILES: [CH3:30][OH:31].[ClH:32].[F:1][c:2]1[cH:3][cH:4][c:5](-[c:8]2[c:9]([C:22](=[O:23])[NH:24][c:25]3[s:26][cH:27][cH:28][n:29]3)[n:10][c:11](-[c:13]3[cH:14][cH:15][c:16]([N+:19]([O-:20])=[O:21])[cH:17][cH:18]3)[nH:12]2)[cH:6][cH:7]1>>[F:1][c:2]1[cH:3][cH:4][c:5](-[c:8]2[c:9]([C:22](=[O:23])[NH:24][c:25]3[s:26][cH:27][cH:28][n:29]3)[n:10][c:11](-[c:13]3[cH:14][cH:15][c:16]([NH2:19])[cH:17][cH:18]3)[nH:12]2)[cH:6][cH:7]1. The reactants are C(CCC)OC=C(C#N)C(OCCCC)OCCCC (2-n-butoxymethylene-3,3-di-n-butoxypropanenitrile), CCCC[O-].[Na+] (sodium n-butylate), S(O)(O)(=O)=O (sulfuric acid). The solvent is C(CCC)O (n-butanol), C(CCC)O (butanol). Conditions: time 1 hour. Yields the product C(CCC)OC(C(C#N)C(OCCCC)OCCCC)OCCCC (2-di-n-butoxymethyl-3,3-di-n-butoxypropanenitrile). Isolated yield 277.8%. RXN SMILES: [CH2:1]([O:5][CH:6]=[C:7]([CH:10]([O:16][CH2:17][CH2:18][CH2:19][CH3:20])[O:11][CH2:12][CH2:13][CH2:14][CH3:15])[C:8]#[N:9])[CH2:2][CH2:3][CH3:4].[CH3:21][CH2:22][CH2:23][CH2:24][O-:25].[Na+].S(=O)(=O)(O)O>C(O)CCC>[CH2:17]([O:16][CH:10]([O:11][CH2:12][CH2:13][CH2:14][CH3:15])[CH:7]([CH:6]([O:25][CH2:24][CH2:23][CH2:22][CH3:21])[O:5][CH2:1][CH2:2][CH2:3][CH3:4])[C:8]#[N:9])[CH2:18][CH2:19][CH3:20] |f:1.2|. Procedure details: In 100 ml of n-butanol was dissolved 8.49 g (30 mmoles) of 2-n-butoxymethylene-3,3-di-n-butoxypropanenitrile. To the resulting solution was added 0.87 g (9 mmoles) of sodium n-butylate at room temperature, and the mixture was stirred at room temperature for one hour. Then, the reaction mixture was neutralized with a solution of sulfuric acid in butanol and the resulting inorganic salt was removed by filtration. The filtrate was distilled under reduced pressure to obtain 9.10 g (25 mmoles) of 2-d... Reactants: COC1=NC=CC=C1CN1CCC(CC1)CCC1=C(C=CC=C1)S(=O)(=O)C (1-[(2-Methoxy-3-pyridyl)methyl]-4-[2-(methylsulfonyl)phenethyl]piperidine), S(=O)(Cl)Cl (thionyl chloride), [OH-].[Na+] (sodium hydroxide). The solvent is C(C)O (ethanol). The product is O=C1NC=CC=C1CN1CCC(CC1)CCC1=C(C=CC=C1)S(=O)(=O)C (1-[(2-Oxo-1,2-dihydro-3-pyridinyl)methyl]-4-[2-(methylsulfonyl)phenethyl]piperidine). Yield: 79.7%. Reaction SMILES: C[O:2][C:3]1[C:8]([CH2:9][N:10]2[CH2:15][CH2:14][CH:13]([CH2:16][CH2:17][C:18]3[CH:23]=[CH:22][CH:21]=[CH:20][C:19]=3[S:24]([CH3:27])(=[O:26])=[O:25])[CH2:12][CH2:11]2)=[CH:7][CH:6]=[CH:5][N:4]=1.S(Cl)(Cl)=O.[OH-].[Na+]>C(O)C>[O:2]=[C:3]1[C:8]([CH2:9][N:10]2[CH2:15][CH2:14][CH:13]([CH2:16][CH2:17][C:18]3[CH:23]=[CH:22][CH:21]=[CH:20][C:19]=3[S:24]([CH3:27])(=[O:26])=[O:25])[CH2:12][CH2:11]2)=[CH:7][CH:6]=[CH:5][NH:4]1 |f:2.3|. Procedure details: 479 mg of 1-[(2-methoxy-3-pyridyl)methyl]-4-[2-(methylsulfonyl)phenethyl]piperidine obtained in Example 1 and 2 ml of thionyl chloride were dissolved in 50 ml of ethanol, and the mixture was heated under reflux for 2 hours. The reaction mixture was basified by adding a 1N aqueous sodium hydroxide thereto, and the mixture was extracted with dichloromethane. The organic layer was washed with brine, and then dried over anhydrous magnesium sulfate. The solvent was evaporated, and the resulting crude...